This data is from the Open Reaction Database (ORD), a public repository of structured organic reaction records. The task is: describe an organic reaction: reactants, conditions, products, and yield Reactants: CC(=O)c1nn(C)c(-c2ccc(Cl)c(Cl)c2)c1O, COC(=O)c1ccc(C(=O)NN)s1. Product: COC(=O)c1ccc(C(=O)NN=C(C)c2nn(C)c(-c3ccc(Cl)c(Cl)c3)c2O)s1. As a reaction SMILES: [Cl:1][c:2]1[cH:3][c:4](-[c:9]2[c:10]([OH:18])[c:11]([C:15]([CH3:16])=[O:17])[n:12][n:13]2[CH3:14])[cH:5][cH:6][c:7]1[Cl:8].[NH:19]([NH2:20])[C:21](=[O:22])[c:23]1[cH:24][cH:25][c:26]([C:28](=[O:29])[O:30][CH3:31])[s:27]1>>[Cl:1][c:2]1[cH:3][c:4](-[c:9]2[c:10]([OH:18])[c:11]([C:15]([CH3:16])=[N:20][NH:19][C:21](=[O:22])[c:23]3[cH:24][cH:25][c:26]([C:28](=[O:29])[O:30][CH3:31])[s:27]3)[n:12][n:13]2[CH3:14])[cH:5][cH:6][c:7]1[Cl:8]. Product: COC=1C=C2C=C(N=C(C2=CC1OC)COC)O (6,7-Dimethoxy-1-methoxymethyl-isoquinolin-3-ol). Run in CCOCC (Et2O), O (H2O). Procedure: To a solution of methyl 2-(3,4-dimethoxy-phenyl)acetate SLA 28134 (3.36 g, 15.98 mmol) in methoxyacetic anhydride SMA 44010 (10.19 g, 62.85 mmol) at 0° C. in a 250 mL round-bottomed flask equipped with a magnetic stirrer was added dropwise HClO4 (ca. 70% solution in water, 1.64 mL, 18.98 mmol). The mixture was then stirred for 45 min at RT then diluted with Et2O (151 mL). The organic solution was removed to give a viscous residue that was suspended in H2O (30 mL) at 5° C. before dropwise additio... The yield is 2.0%. As a reaction SMILES: [CH3:1][O:2][C:3]1[CH:4]=[C:5]([CH2:11][C:12]([O:14][CH3:15])=O)[CH:6]=[CH:7][C:8]=1[O:9][CH3:10].[NH4+:16].[OH-].C[O:19][CH2:20][C:21](OC(=O)COC)=O>CCOCC.O>[CH3:10][O:9][C:8]1[CH:7]=[C:6]2[C:5](=[CH:4][C:3]=1[O:2][CH3:1])[C:11]([CH2:12][O:14][CH3:15])=[N:16][C:20]([OH:19])=[CH:21]2 |f:1.2|. Reaction conditions: time 45 minute. Reactants: HClO4, [NH4+].[OH-] (NH4OH), COC=1C=C(C=CC1OC)CC(=O)OC (methyl 2-(3,4-dimethoxy-phenyl)acetate), COC=1C=C(C=CC1OC)CC(=O)OC (Methyl 2-(3,4-dimethoxyphenyl)acetate), 44010, COCC(=O)OC(COC)=O (methoxyacetic anhydride). Starting materials: CNC(NN)=S (4-methylthiosemicarbazide), C(C(C)(C)C)(=O)Cl (pivaloyl chloride), desired intermediate, CC(=O)C (acetone), N1=CC=CC=C1 (pyridine). Run in O (water). Reaction conditions: time 15 minute. Product: CNC=1SC(N(N1)C(C(C)(C)C)=O)(C)C (2-Methylamino-5,5-dimethyl-4-pivaloyl-4,5-dihydro-1,3,4-thiadiazole). As a reaction SMILES: [CH3:1][NH:2][C:3](=[S:6])[NH:4][NH2:5].CC(C)=O.N1[CH:16]=[CH:15][CH:14]=CC=1.[C:17](Cl)(=[O:22])[C:18]([CH3:21])([CH3:20])[CH3:19]>O>[CH3:1][NH:2][C:3]1[S:6][C:15]([CH3:14])([CH3:16])[N:5]([C:17](=[O:22])[C:18]([CH3:21])([CH3:20])[CH3:19])[N:4]=1. Reported procedure: A 52.5 g. portion of 4-methylthiosemicarbazide was suspended and partially dissolved in 250 ml. of acetone, and 39.5 g. of pyridine was added. The mixture was stirred for 15 minutes at ambient temperature, and then 60.5 g. of pivaloyl chloride was added slowly while the temperature of the reaction mixture was held at 20°-25°. The mixture was stirred at ambient temperature for 3 hours after the addition, and then 200 ml. of water was added. The reaction mixture was filtered, and the filter cake w...